Task: describe an organic reaction: reactants, conditions, products, and yield. Dataset: the Open Reaction Database (ORD), a public repository of structured organic reaction records Reactants: C(CCC)NC1=NC(=CC=C1C=C(Br)Br)C(F)(F)F (butyl-[3-(2,2-dibromo-vinyl)-6-trifluoromethyl-pyridin-2-yl]-amine), [Li]CCCC (BuLi), CCCCCC (hexane), ClC(=O)OC (methyl chloroformate). Run in C1CCOC1 (THF), C(=O)(O)[O-].[Na+] (NaHCO3), [NH4+].[Cl-] (NH4Cl). Reaction conditions: temperature -0 celsius, time 30 minute. Product: COC(C#CC=1C(=NC(=CC1)C(F)(F)F)NCCCC)=O ((2-Butylamino-6-trifluoromethyl-pyridin-3-yl)-propynoic acid methyl ester). Yield: 10.2%. RXN SMILES: [CH2:1]([NH:5][C:6]1[C:11]([CH:12]=[C:13](Br)Br)=[CH:10][CH:9]=[C:8]([C:16]([F:19])([F:18])[F:17])[N:7]=1)[CH2:2][CH2:3][CH3:4].[Li]CCCC.CCCCCC.Cl[C:32]([O:34][CH3:35])=[O:33]>C1COCC1.C([O-])(O)=O.[Na+].[NH4+].[Cl-]>[CH3:35][O:34][C:32](=[O:33])[C:13]#[C:12][C:11]1[C:6]([NH:5][CH2:1][CH2:2][CH2:3][CH3:4])=[N:7][C:8]([C:16]([F:19])([F:18])[F:17])=[CH:9][CH:10]=1 |f:5.6,7.8|. Procedure: A solution of butyl-[3-(2,2-dibromo-vinyl)-6-trifluoromethyl-pyridin-2-yl]-amine (1.02 g, 2.54 mmol) in THF under nitrogen at −78° C. was slowly treated with 2.5 M BuLi in hexane (2.0 mL, 5.00 mmol) and then stirred for 30 min at −78° C. and 30 min at −0° C. The mixture was treated with methyl chloroformate (0.235 mL, 3.05 mmol) at −78° C. and warmed to 0° C. for 1 hr. The mixture was diluted with 1:1 mixture of saturated NaHCO3 and NH4Cl solution and the aqueous layer was extracted with ether (... Starting materials: O[C@H]1[C@@H](COC1)C#N (trans-(±)-Tetrahydro-4-hydroxy-3-furancarbonitrile), CS(=O)(=O)Cl (methanesulfonyl chloride). Run in C(C)N(CC)CC (triethylamine). Product: CS(=O)(=O)O[C@H]1[C@@H](COC1)C#N ((3R-trans)-Tetrahydro-4-[(methylsulfonyl)oxy]-3-furancarbonitrile). Yield: 89.3%. Reaction SMILES: [OH:1][C@@H:2]1[CH2:6][O:5][CH2:4][C@H:3]1[C:7]#[N:8].[CH3:9][S:10](Cl)(=[O:12])=[O:11]>C(N(CC)CC)C>[CH3:9][S:10]([O:1][C@@H:2]1[CH2:6][O:5][CH2:4][C@H:3]1[C:7]#[N:8])(=[O:12])=[O:11]. Procedure details: The title compound is prepared by the procedure of Example 178 using 0.367 g of product from Example 197, 0.394 g of triethylamine, and 0.446 g of methanesulfonyl chloride to give 0.554 g of the desired product.